Dataset: the Open Reaction Database (ORD), a public repository of structured organic reaction records. Task: describe an organic reaction: reactants, conditions, products, and yield Yields the product BrCC1=C(C(N(N1C)C1=CC=CC=C1)=O)C1CC1 (5-Bromomethyl-4-cyclopropyl-1-methyl-2-phenyl-1,2-dihydro-pyrazol-3-one). Procedure: To 4-cyclopropyl-1,5-dimethyl-2-phenyl-1,2-dihydro-pyrazol-3-one (0.081 g) in a round bottom flask under argon in dioxane (1.5 mL) was added bromine (0.057 g). The reaction was stirred at ambient temperature for 2 days. The reaction was diluted with water and EtOAc and the phases were separated. The aqueous phase was extracted with more EtOAc and the combined organic phases were washed with brine, dried over sodium sulfate, filtered and evaporated in vacuo. The crude material was purified via IS... Solvent: O (water), CCOC(=O)C (EtOAc), O1CCOCC1 (dioxane). The reactants are C1(CC1)C=1C(N(N(C1C)C)C1=CC=CC=C1)=O (4-cyclopropyl-1,5-dimethyl-2-phenyl-1,2-dihydro-pyrazol-3-one), BrBr (bromine). Reaction SMILES: [CH:1]1([C:4]2[C:5](=[O:17])[N:6]([C:11]3[CH:16]=[CH:15][CH:14]=[CH:13][CH:12]=3)[N:7]([CH3:10])[C:8]=2[CH3:9])[CH2:3][CH2:2]1.[Br:18]Br>O1CCOCC1.O.CCOC(C)=O>[Br:18][CH2:9][C:8]1[N:7]([CH3:10])[N:6]([C:11]2[CH:12]=[CH:13][CH:14]=[CH:15][CH:16]=2)[C:5](=[O:17])[C:4]=1[CH:1]1[CH2:3][CH2:2]1. Reaction conditions: time 2 day. Reactants: O=C([O-])O, CC(CSc1ccc(O)cc1)C(=O)OC(C)(C)C, [Na+], O=S(=O)(O)C(F)(F)F, c1ccncc1. The product is CC(CSc1ccc(OS(=O)(=O)C(F)(F)F)cc1)C(=O)OC(C)(C)C. Reaction SMILES: [C:19](=[O:20])([OH:21])[O-:22].[C:1]([CH3:2])([CH3:3])([CH3:4])[O:5][C:6]([CH:7]([CH2:8][S:9][c:10]1[cH:11][cH:12][c:13]([OH:16])[cH:14][cH:15]1)[CH3:17])=[O:18].[Na+:23].[OH:24][S:25](=[O:26])(=[O:27])[C:28]([F:29])([F:30])[F:31].[cH:32]1[cH:33][cH:34][n:35][cH:36][cH:37]1>>[C:1]([CH3:2])([CH3:3])([CH3:4])[O:5][C:6]([CH:7]([CH2:8][S:9][c:10]1[cH:11][cH:12][c:13]([O:16][S:25](=[O:24])(=[O:26])[C:28]([F:29])([F:30])[F:31])[cH:14][cH:15]1)[CH3:17])=[O:18]. Reported procedure: 600 mg of Compound 23 was dissolved in 75 ml of a mixed solvent of dimethylformamide and methanol (1:1), 0.613 ml of hydrazine monohydrate was added and the mixture was stirred at 50° to 60° C. for 1.5 hours. Additional 0.307 ml of hydrazine monohydrate was added and the mixture was stirred at 50° to 60° C. for 10 minutes. The reaction solution was concentrated under reduced pressure, the residue was subjected to silica gel column chromatography (chloroform:methanol:aqueous ammonia =9:1:1) to gi... Conditions: time 1.5 hour. The product is NC1=C(C=C(C2=C1C(C=C(O2)C2=CC=C(C=C2)NCCCN)=O)F)F (5-Amino-2-[4-[(3-aminopropyl)amino]phenyl]-6,8-difluoro-4H-1-benzopyran-4-one). The solvent is mixed solvent, CN(C=O)C (dimethylformamide), CO (methanol), O.NN (hydrazine monohydrate), O.NN (hydrazine monohydrate). As a reaction SMILES: [NH2:1][C:2]1[C:7]2[C:8](=[O:33])[CH:9]=[C:10]([C:12]3[CH:17]=[CH:16][C:15]([NH:18][CH2:19][CH2:20][CH2:21][N:22]4C(=O)C5=CC=CC=C5C4=O)=[CH:14][CH:13]=3)[O:11][C:6]=2[C:5]([F:34])=[CH:4][C:3]=1[F:35]>CN(C)C=O.CO.O.NN>[NH2:1][C:2]1[C:7]2[C:8](=[O:33])[CH:9]=[C:10]([C:12]3[CH:13]=[CH:14][C:15]([NH:18][CH2:19][CH2:20][CH2:21][NH2:22])=[CH:16][CH:17]=3)[O:11][C:6]=2[C:5]([F:34])=[CH:4][C:3]=1[F:35] |f:3.4|. The reactants are NC1=C(C=C(C2=C1C(C=C(O2)C2=CC=C(C=C2)NCCCN2C(C=1C(C2=O)=CC=CC1)=O)=O)F)F (5-Amino-6,8-difluoro-2-[4-[(3-phthalimidopropyl)amino]phenyl]-4H-1-benzopyran-4-one). As a reaction SMILES: [CH:1]1[C:10]2[C:5](=[CH:6][CH:7]=[CH:8][CH:9]=2)[CH:4]=[CH:3][C:2]=1[CH:11]=O.[NH2:13][C:14]1[CH:22]=[CH:21][C:17]2[NH:18][N:19]=[N:20][C:16]=2[CH:15]=1.C([BH3-])#N.[Na+].C1C=C2C(C(O)(O)C(=O)C2=CC=1)=O.Cl.[OH-].[Na+]>CO.C(OCC)(=O)C.C(O)(=O)C>[NH:18]1[C:17]2[CH:21]=[CH:22][C:14]([NH:13][CH2:11][C:2]3[CH:3]=[CH:4][C:5]4[C:10](=[CH:9][CH:8]=[CH:7][CH:6]=4)[CH:1]=3)=[CH:15][C:16]=2[N:20]=[N:19]1 |f:2.3,6.7|. Reactants: C1=C(C=CC2=CC=CC=C12)C=O (Naphthalene-2-carbaldehyde), NC1=CC2=C(NN=N2)C=C1 (5-amino-1H-benzotriazole), [OH-].[Na+] (NaOH), ( A ), C1=CC=C2C(=C1)C(=O)C(C2=O)(O)O (ninhydrin), C(#N)[BH3-].[Na+] (Sodium cyanoborohydride), Cl (Hydrochloric acid). Procedure details: The general procedure employed was as follows. Naphthalene-2-carbaldehyde (624 mg, 4 mmol) in methanol (25 ml) was added to a solution of 5-amino-1H-benzotriazole in methanol (25 ml) that had been adjusted to pH 6 by the addition of glacial acetic acid (1 ml). Sodium cyanoborohydride (1.89 g, 30 mmol) was added and the resulting mixture was stirred at room temperature overnight by which time TLC (A) and ninhydrin development indicated the conversion of starting materials. Hydrochloric acid (50% ... Solvent: CO (methanol), CO (methanol), C(C)(=O)O (acetic acid), C(C)(=O)OCC (ethyl acetate). Product: N1N=NC2=C1C=CC(=C2)NCC2=CC1=CC=CC=C1C=C2 ((1H-Benzotriazol-5-yl)-naphthalen-2-ylmethyl-amine).